Dataset: the Open Reaction Database (ORD), a public repository of structured organic reaction records. Task: describe an organic reaction: reactants, conditions, products, and yield The reactants are CCCCO, CCN(C(C)C)C(C)C, CC(N)c1cc2cccc(Cl)c2nc1-c1cc(F)ccc1Cl, Clc1ncnc2nc[nH]c12. The product is CC(Nc1ncnc2[nH]cnc12)c1cc2cccc(Cl)c2nc1-c1cc(F)ccc1Cl. As a reaction SMILES: [CH2:42]([OH:43])[CH2:44][CH2:45][CH3:46].[CH:33]([N:34]([CH2:35][CH3:36])[CH:37]([CH3:38])[CH3:39])([CH3:40])[CH3:41].[Cl:1][c:2]1[cH:3][cH:4][cH:5][c:6]2[cH:7][c:8]([CH:20]([CH3:21])[NH2:22])[c:9](-[c:12]3[c:13]([Cl:19])[cH:14][cH:15][c:16]([F:18])[cH:17]3)[n:10][c:11]12.[Cl:23][c:24]1[c:25]2[nH:26][cH:27][n:28][c:29]2[n:30][cH:31][n:32]1>>[Cl:1][c:2]1[cH:3][cH:4][cH:5][c:6]2[cH:7][c:8]([CH:20]([CH3:21])[NH:22][c:24]3[c:25]4[n:26][cH:27][nH:28][c:29]4[n:30][cH:31][n:32]3)[c:9](-[c:12]3[c:13]([Cl:19])[cH:14][cH:15][c:16]([F:18])[cH:17]3)[n:10][c:11]12. Starting materials: CN(C)CCN(C)C, CCN(CC)C(=O)c1ccccc1C(C)C, [Li]C(C)CC, N, O=S=O, C1CCOC1. As a reaction SMILES: [CH3:1][N:2]([CH2:3][CH2:4][N:5]([CH3:6])[CH3:7])[CH3:8].[CH:14]([CH3:15])([CH3:16])[c:17]1[c:18]([C:19](=[O:20])[N:21]([CH2:22][CH3:23])[CH2:24][CH3:25])[cH:26][cH:27][cH:28][cH:29]1.[CH:9]([Li:10])([CH2:11][CH3:12])[CH3:13].[NH3:33].[O:30]=[S:31]=[O:32].[O:34]1[CH2:35][CH2:36][CH2:37][CH2:38]1>>[CH:14]([CH3:15])([CH3:16])[c:17]1[c:18]([C:19](=[O:20])[N:21]([CH2:22][CH3:23])[CH2:24][CH3:25])[c:26]([S:31](=[O:30])(=[O:32])[NH2:33])[cH:27][cH:28][cH:29]1. The product is CCN(CC)C(=O)c1c(C(C)C)cccc1S(N)(=O)=O. The reactants are O=C(OC(c1ccccc1)C(OC1CCCCO1)c1ccccc1)c1ccccc1, CO, [Na+], [OH-]. The product is OC(c1ccccc1)C(OC1CCCCO1)c1ccccc1. As a reaction SMILES: [C:1](=[O:2])([c:3]1[cH:4][cH:5][cH:6][cH:7][cH:8]1)[O:9][CH:10]([CH:11]([O:12][CH:13]1[O:14][CH2:15][CH2:16][CH2:17][CH2:18]1)[c:19]1[cH:20][cH:21][cH:22][cH:23][cH:24]1)[c:25]1[cH:26][cH:27][cH:28][cH:29][cH:30]1.[CH3:33][OH:34].[Na+:32].[OH-:31]>>[OH:9][CH:10]([CH:11]([O:12][CH:13]1[O:14][CH2:15][CH2:16][CH2:17][CH2:18]1)[c:19]1[cH:20][cH:21][cH:22][cH:23][cH:24]1)[c:25]1[cH:26][cH:27][cH:28][cH:29][cH:30]1. Starting materials: N1CCOCC1 (Morpholine), ClC1=CC=C(C=C1)C=1N=C(SC1)C=1C=NC=CC1Cl (4-(4-chlorophenyl)-[2-(4-chloropyridin-3-yl)]-1,3-thiazole), [I-].[Na+] (sodium iodide). Run at temperature 80 celsius, time 6 hour. Yields the product ClC1=CC=C(C=C1)C=1N=C(SC1)C=1C=NC=CC1N1CCOCC1 (4-{3-[4-(4-chlorophenyl)-1,3-thiazol-2-yl]pyridine-4-yl}morpholine). The yield is 67.0%. As a reaction SMILES: [NH:1]1[CH2:6][CH2:5][O:4][CH2:3][CH2:2]1.[Cl:7][C:8]1[CH:13]=[CH:12][C:11]([C:14]2[N:15]=[C:16]([C:19]3[CH:20]=[N:21][CH:22]=[CH:23][C:24]=3Cl)[S:17][CH:18]=2)=[CH:10][CH:9]=1.[I-].[Na+]>>[Cl:7][C:8]1[CH:9]=[CH:10][C:11]([C:14]2[N:15]=[C:16]([C:19]3[CH:20]=[N:21][CH:22]=[CH:23][C:24]=3[N:1]3[CH2:6][CH2:5][O:4][CH2:3][CH2:2]3)[S:17][CH:18]=2)=[CH:12][CH:13]=1 |f:2.3|. Procedure: Morpholine (5 ml) was added to compound (43) (120 mg, 0.40 mmol) and sodium iodide (156 mg, 0.40 mmol). The reaction mixture was heated to 80° C. and stirred for 6 hrs. The solvent was evaporated under reduced pressure, and the obtained residue was partitioned between ethyl acetate and aqueous sodium hydrogen carbonate. The aqueous layer was extracted with ethyl acetate. The extracts were combined, dried (MgSO4) and the solvent was evaporated under reduced pressure. The residue was purified by s... Starting materials: BrCC=1SC=C(N1)C(=O)OCC (ethyl 2-(bromomethyl)thiazole-4-carboxylate), C(C)(=O)[O-].[K+] (potassium acetate). Run in C(C)#N (acetonitrile). Conditions: time 14 hour. Yields the product C(C)(=O)OCC=1SC=C(N1)C(=O)OCC (ethyl 2-[(acetyloxy)methyl]thiazole-4-carboxylate). As a reaction SMILES: Br[CH2:2][C:3]1[S:4][CH:5]=[C:6]([C:8]([O:10][CH2:11][CH3:12])=[O:9])[N:7]=1.[C:13]([O-:16])(=[O:15])[CH3:14].[K+]>C(#N)C>[C:13]([O:16][CH2:2][C:3]1[S:4][CH:5]=[C:6]([C:8]([O:10][CH2:11][CH3:12])=[O:9])[N:7]=1)(=[O:15])[CH3:14] |f:1.2|. Procedure details: 2.7 g (10.80 mmol) of ethyl 2-(bromomethyl)thiazole-4-carboxylate are dissolved in 108 mL of acetonitrile. 2.225 g (22.67 mmol) of potassium acetate are added and the medium is stirred at room temperature for 14 hours. Reactants: CCO, Cl, [Fe], COC(=O)C1(CC(=O)c2ccc(-c3ccc([N+](=O)[O-])cc3)cc2)CCOCC1. Yields the product COC(=O)C1(CC(=O)c2ccc(-c3ccc(N)cc3)cc2)CCOCC1. RXN SMILES: [CH3:30][CH2:31][OH:32].[ClH:29].[Fe:33].[N+:1]([O-:2])(=[O:3])[c:4]1[cH:5][cH:6][c:7](-[c:10]2[cH:11][cH:12][c:13]([C:16]([CH2:17][C:18]3([C:24](=[O:25])[O:26][CH3:27])[CH2:19][CH2:20][O:21][CH2:22][CH2:23]3)=[O:28])[cH:14][cH:15]2)[cH:8][cH:9]1>>[NH2:1][c:4]1[cH:5][cH:6][c:7](-[c:10]2[cH:11][cH:12][c:13]([C:16]([CH2:17][C:18]3([C:24](=[O:25])[O:26][CH3:27])[CH2:19][CH2:20][O:21][CH2:22][CH2:23]3)=[O:28])[cH:14][cH:15]2)[cH:8][cH:9]1.